The task is: describe an organic reaction: reactants, conditions, products, and yield. This data is from the Open Reaction Database (ORD), a public repository of structured organic reaction records. The reactants are C(C)(C)C1(N=C2N(C(C=3C=C4C(=NC32)OC=C4)=O)C1=O)C (2-isopropyl-2-methyl-5H-furo[2,3-b]imidazo[2',1':5,1]pyrrolo[3,4-e]pyridine-3(2H),5-dione), C[O-].[Na+] (sodium methoxide), C(C)(=O)O (acetic acid). The solvent is CO (methanol). Run at time 72 hour. Yields the product C(C)(C)C1(N=C(NC1=O)C1=C(C=C2C(=N1)OC=C2)C(=O)OC)C (methyl 6-(4-isopropyl-4-methyl-5-oxo-2-imidazolin-2-yl)-furo[2,3-b]pyridine-5-carboxylate). The yield is 84.0%. Reaction SMILES: [CH:1]([C:4]1([CH3:21])[C:19](=[O:20])[N:7]2[C:8](=[O:18])[C:9]3[CH:10]=[C:11]4[CH:17]=[CH:16][O:15][C:12]4=[N:13][C:14]=3[C:6]2=[N:5]1)([CH3:3])[CH3:2].C[O-].[Na+].[C:25](O)(=[O:27])C>CO>[CH:1]([C:4]1([CH3:21])[C:19](=[O:20])[NH:7][C:6]([C:14]2[N:13]=[C:12]3[O:15][CH:16]=[CH:17][C:11]3=[CH:10][C:9]=2[C:8]([O:27][CH3:25])=[O:18])=[N:5]1)([CH3:2])[CH3:3] |f:1.2|. Procedure details: The compound prepared in Example 40 (10.5 g, 0.037 mol) is suspended in 150 mL absolute methanol and 4.0 g sodium methoxide is added. After stirring for 72 hours at room temperature the mixture is poured onto ice containing acetic acid to maintain the pH at 3-4. A white solid forms and is filtered yielding 9.8 g (84%) of the title compound with mp 134°-137° C. Reactants: BrCC=Cc1ccc(Br)cc1, ClCCl, COc1ccc(-c2[nH]c3ccccc3c2CCN)cc1OC, CN(C)C=O. Product: COc1ccc(-c2[nH]c3ccccc3c2CCNCC=Cc2ccc(Br)cc2)cc1OC. As a reaction SMILES: [Br:23][c:24]1[cH:25][cH:26][c:27]([CH:28]=[CH:29][CH2:30][Br:31])[cH:32][cH:33]1.[CH2:39]([Cl:40])[Cl:41].[CH3:1][O:2][c:3]1[cH:4][c:5](-[c:11]2[nH:12][c:13]3[cH:14][cH:15][cH:16][cH:17][c:18]3[c:19]2[CH2:20][CH2:21][NH2:22])[cH:6][cH:7][c:8]1[O:9][CH3:10].[CH3:34][N:35]([CH3:36])[CH:37]=[O:38]>>[CH3:1][O:2][c:3]1[cH:4][c:5](-[c:11]2[nH:12][c:13]3[cH:14][cH:15][cH:16][cH:17][c:18]3[c:19]2[CH2:20][CH2:21][NH:22][CH2:30][CH:29]=[CH:28][c:27]2[cH:26][cH:25][c:24]([Br:23])[cH:33][cH:32]2)[cH:6][cH:7][c:8]1[O:9][CH3:10]. Starting materials: [Br-], N#Cc1ccc2[nH]ccc2c1, CC[Mg+], CC1(C)C(C(=O)Cl)C1(C)C, [Cl-], [Cl-], ClCCl, [Zn+2]. The product is CC1(C)C(C(=O)c2c[nH]c3ccc(C#N)cc23)C1(C)C. Reaction SMILES: [Br-:12].[C:1](#[N:2])[c:3]1[cH:4][c:5]2[cH:6][cH:7][nH:8][c:9]2[cH:10][cH:11]1.[CH2:13]([Mg+:14])[CH3:15].[CH3:16][C:17]1([CH3:25])[CH:18]([C:22](=[O:23])[Cl:24])[C:19]1([CH3:20])[CH3:21].[Cl-:29].[Cl-:31].[Cl:26][CH2:27][Cl:28].[Zn+2:30]>>[C:1](#[N:2])[c:3]1[cH:4][c:5]2[c:6]([C:22]([CH:18]3[C:17]([CH3:16])([CH3:25])[C:19]3([CH3:20])[CH3:21])=[O:23])[cH:7][nH:8][c:9]2[cH:10][cH:11]1. Reactants: NC1=NC(=C(C(=N1)OS(=O)(=O)C(F)(F)F)[N+](=O)[O-])C=1OC=CC1 (trifluoro-methanesulfonic acid 2-amino-6-furan-2-yl-5-nitro-pyrimidin-4-yl ester), COC1=CC=C(C=C1)CCN (2-(4-methoxyphenyl)ethylamine). The solvent is COCCOC (DME). Product: O1C(=CC=C1)C1=C(C(=NC(=N1)N)NCCC1=CC=C(C=C1)OC)[N+](=O)[O-] (6-Furan-2-yl-N4-[2-(4-methoxy-phenyl)-ethyl]-5-nitro-pyrimidine-2,4-diamine). As a reaction SMILES: [NH2:1][C:2]1[N:7]=[C:6](OS(C(F)(F)F)(=O)=O)[C:5]([N+:16]([O-:18])=[O:17])=[C:4]([C:19]2[O:20][CH:21]=[CH:22][CH:23]=2)[N:3]=1.[CH3:24][O:25][C:26]1[CH:31]=[CH:30][C:29]([CH2:32][CH2:33][NH2:34])=[CH:28][CH:27]=1>COCCOC>[O:20]1[CH:21]=[CH:22][CH:23]=[C:19]1[C:4]1[N:3]=[C:2]([NH2:1])[N:7]=[C:6]([NH:34][CH2:33][CH2:32][C:29]2[CH:30]=[CH:31][C:26]([O:25][CH3:24])=[CH:27][CH:28]=2)[C:5]=1[N+:16]([O-:18])=[O:17]. Procedure details: From trifluoro-methanesulfonic acid 2-amino-6-furan-2-yl-5-nitro-pyrimidin-4-yl ester and 2-(4-methoxyphenyl)ethylamine in DME. ES-MS m/e (%): 356 (M+H+, 100). The reactants are COC(=O)C1=CC(=C(S1)SC)C(N)=S (5-(Methoxycarbonyl)-2-(methylthio)-thiophene-3-thiocarboxamide), CC(=O)C (acetone), BrCC(=O)C=1C=C(SC1C)C(=S)OC (methyl 4-(2-bromoacetyl)-5-methylthiothiophene-2-carboxylate). Yields the product CSC1=C(C=C(S1)C(=O)OC)C=1N=C(SC1)C1=CC=CC=C1 (methyl 5-methylthio-4-(2-phenyl(1,3-thiazol-4-yl))thiophene-2-carboxylate). The yield is 65.0%. As a reaction SMILES: [CH3:1][O:2][C:3]([C:5]1[S:9][C:8]([S:10][CH3:11])=[C:7]([C:12](=S)[NH2:13])[CH:6]=1)=[O:4].Br[CH2:16][C:17]([C:19]1[CH:20]=[C:21]([C:25](OC)=S)[S:22][C:23]=1C)=O.[CH3:29]C(C)=O>>[CH3:11][S:10][C:8]1[S:9][C:5]([C:3]([O:2][CH3:1])=[O:4])=[CH:6][C:7]=1[C:12]1[N:13]=[C:23]([C:19]2[CH:17]=[CH:16][CH:25]=[CH:21][CH:20]=2)[S:22][CH:29]=1. Procedure details: 5-(Methoxycarbonyl)-2-(methylthio)-thiophene-3-thiocarboxamide (100 mg, 0.4 mmol, Maybridge Chemical Company, Cornwall, UK) was dissolved in acetone (20 ml). To this solution, methyl 4-(2-bromoacetyl)-5-methylthiothiophene-2-carboxylate (112 mg) as prepared in previous step was added and heated at reflux for 3 h. At this point the solid that precipitated was filtered off and washed with acetone and dried under vacuum to give 82 mg (65%) of methyl 5-methylthio-4-(2-phenyl(1,3-thiazol-4-yl))thioph... The reactants are N#CN (cyanamide), [N+](=O)([O-])[O-].COC=1C=C(C=C(C1OC)OC)NC(=[NH2+])N (3,4,5-trimethoxyphenylguanidinium nitrate), CN(CCOC1=CC=C(N)C=C1)C (4-(2-dimethylaminoethoxy)aniline). Run in O (water), [N+](=O)(O)[O-] (nitric acid). Product: [N+](=O)([O-])[O-].[N+](=O)([O-])[O-].CN(CCOC1=CC=C(C=C1)NC(=[NH2+])N)C.CN(C)CCOC1=CC=C(C=C1)NC(=[NH2+])N (4-(2-Dimethylaminoethoxy)phenylguanidinium dinitrate), product. Reaction SMILES: [N+:1]([O-:4])([O-:3])=[O:2].CO[C:7]1[CH:8]=[C:9]([NH:17][C:18]([NH2:20])=[NH2+:19])[CH:10]=[C:11](OC)[C:12]=1[O:13][CH3:14].[CH3:21][N:22]([CH3:33])[CH2:23][CH2:24][O:25][C:26]1[CH:32]=[CH:31][C:29]([NH2:30])=[CH:28][CH:27]=1.[N:34]#[C:35][NH2:36]>O.[N+]([O-])(O)=O>[N+:1]([O-:4])([O-:3])=[O:2].[N+:1]([O-:4])([O-:3])=[O:2].[CH3:21][N:22]([CH3:33])[CH2:23][CH2:14][O:13][C:12]1[CH:11]=[CH:10][C:9]([NH:17][C:18]([NH2:20])=[NH2+:19])=[CH:8][CH:7]=1.[CH3:21][N:22]([CH2:23][CH2:24][O:25][C:26]1[CH:32]=[CH:31][C:29]([NH:30][C:35]([NH2:36])=[NH2+:34])=[CH:28][CH:27]=1)[CH3:33] |f:0.1,6.7.8.9|. Procedure: 4-(2-Dimethylaminoethoxy)phenylguanidinium dinitrate was prepared by the method described for 3,4,5-trimethoxyphenylguanidinium nitrate in Example 1 from 4-(2-dimethylaminoethoxy)aniline (5.0 g, 28 mmol), cyanamide (1.75 g, 41 mmol) in water (3.5 ml) and concentrated nitric acid (4 ml) to give the product as a light purple solid (6.8 g) m.p. 149-152°. MS (ES+) 223 (MH+, 100%).